From a dataset of the Open Reaction Database (ORD), a public repository of structured organic reaction records. describe an organic reaction: reactants, conditions, products, and yield Reactants: C(C1=CC=CC=C1)OC(C[C@@H](CN1C(C(CCC1=O)(F)F)=O)NC(=O)OC(C)(C)C)=O ((S)-3-t-butoxycarbonylamino-4-(3,3-difluoro-2,6-dioxo-piperidin-1-yl)-butyric acid benzyl ester), C(C1=CC=CC=C1)OC(C[C@@H](CN1C(C(CCC1=O)(F)F)=O)NC(=O)OC(C)(C)C)=O ((S)-3-t-butoxycarbonylamino-4-(3,3-difluoro-2,6-dioxo-piperidin-1-yl)-butyric acid benzyl ester), [H][H] (hydrogen). The reagents and catalysts are [Pd] (Pd/C). Solvent: CO (methanol). Yields the product C(C)(C)(C)OC(=O)N[C@@H](CC(=O)O)CN1C(C(CCC1=O)(F)F)=O ((S)-3-t-butoxycarbonylamino-4-(3,3-difluoro-2,6-dioxo-piperidin-1-yl)-butyric acid). Isolated yield 106.0%. As a reaction SMILES: C([O:8][C:9](=[O:31])[CH2:10][C@H:11]([NH:23][C:24]([O:26][C:27]([CH3:30])([CH3:29])[CH3:28])=[O:25])[CH2:12][N:13]1[C:18](=[O:19])[CH2:17][CH2:16][C:15]([F:21])([F:20])[C:14]1=[O:22])C1C=CC=CC=1.[H][H]>CO.[Pd]>[C:27]([O:26][C:24]([NH:23][C@H:11]([CH2:12][N:13]1[C:18](=[O:19])[CH2:17][CH2:16][C:15]([F:20])([F:21])[C:14]1=[O:22])[CH2:10][C:9]([OH:31])=[O:8])=[O:25])([CH3:30])([CH3:28])[CH3:29]. Procedure: (S)-3-t-butoxycarbonylamino-4-(3,3-difluoro-2,6-dioxo-piperidin-1-yl)-butyric acid benzyl ester (310 mg, 0.70 mmol) synthesized in Section (2) was dissolved in methanol and 10% Pd/C (31 mg, 0.1 eq) was added thereto. The mixture was stirred for 1 hour under 1 atm hydrogen gas. After the reaction was complete, a solid material was removed by celite filtration to afford 260 mg of the crude title compound. Reaction SMILES: [N:1]1([CH2:6][CH2:7][C:8]2[CH:9]=[C:10]([C:13](OCC)=[O:14])[NH:11][CH:12]=2)[CH2:5][CH2:4][CH2:3][CH2:2]1.[H-].[Al+3].[Li+].[H-].[H-].[H-].[OH-].[Na+].O>C1COCC1>[N:1]1([CH2:6][CH2:7][C:8]2[CH:9]=[C:10]([CH2:13][OH:14])[NH:11][CH:12]=2)[CH2:5][CH2:4][CH2:3][CH2:2]1 |f:1.2.3.4.5.6,7.8|. Yields the product N1(CCCC1)CCC=1C=C(NC1)CO ({4-[2-(Pyrrolidin-1-yl)ethyl]-1H-pyrrol-2-yl}methanol). Solvent: C1CCOC1 (THF). The reactants are N1(CCCC1)CCC=1C=C(NC1)C(=O)OCC (Ethyl 4-[2-(pyrrolidin-1-yl)ethyl]-1H-pyrrole-2-carboxylate), [H-].[Al+3].[Li+].[H-].[H-].[H-] (lithium aluminium hydride), [OH-].[Na+] (NaOH), O (water). Reported procedure: To a solution of the product obtained in Step H (0.2 g) in THF (10 ml) at 0° C. there is added, in portions, lithium aluminium hydride. After stirring for 3 hours at ambient temperature, the reaction mixture is hydrolysed at 0° C. with aq. NaOH solution and water. After filtration, the filtrate is evaporated to dryness and the residue obtained is purified on silica gel (SiO2: gradient CH2Cl2/MeOH with the addition of 1.4N NH3 in the MeOH) to yield the title product, which is used directly in the... Reaction conditions: time 3 hour. Reactants: CCCC(C(=O)OC)c1c(C)nc2c(Cl)c(C(C)(C)C)nn2c1-c1ccc(C)cc1, CO, [Na+], [OH-]. The product is CCCC(C(=O)O)c1c(C)nc2c(Cl)c(C(C)(C)C)nn2c1-c1ccc(C)cc1. As a reaction SMILES: [C:1]([CH3:2])([CH3:3])([CH3:4])[c:5]1[n:6][n:7]2[c:8]([n:9][c:10]([CH3:28])[c:11]([CH:20]([C:21](=[O:22])[O:23][CH3:24])[CH2:25][CH2:26][CH3:27])[c:12]2-[c:13]2[cH:14][cH:15][c:16]([CH3:19])[cH:17][cH:18]2)[c:29]1[Cl:30].[CH3:33][OH:34].[Na+:32].[OH-:31]>>[C:1]([CH3:2])([CH3:3])([CH3:4])[c:5]1[n:6][n:7]2[c:8]([n:9][c:10]([CH3:28])[c:11]([CH:20]([C:21](=[O:22])[OH:23])[CH2:25][CH2:26][CH3:27])[c:12]2-[c:13]2[cH:14][cH:15][c:16]([CH3:19])[cH:17][cH:18]2)[c:29]1[Cl:30]. Reactants: OCCCl, CN(C)C=O, [H-], O=C(CCS)NCC=CCOc1cc(CN2CCCCC2)ccn1, [Na+]. Product: O=C(CCSCCO)NCC=CCOc1cc(CN2CCCCC2)ccn1. RXN SMILES: [CH2:27]([CH2:28][OH:29])[Cl:30].[CH3:31][N:32]([CH3:33])[CH:34]=[O:35].[H-:1].[N:3]1([CH2:9][c:10]2[cH:11][c:12]([O:16][CH2:17][CH:18]=[CH:19][CH2:20][NH:21][C:22]([CH2:23][CH2:24][SH:25])=[O:26])[n:13][cH:14][cH:15]2)[CH2:4][CH2:5][CH2:6][CH2:7][CH2:8]1.[Na+:2]>>[N:3]1([CH2:9][c:10]2[cH:11][c:12]([O:16][CH2:17][CH:18]=[CH:19][CH2:20][NH:21][C:22]([CH2:23][CH2:24][S:25][CH2:27][CH2:28][OH:29])=[O:26])[n:13][cH:14][cH:15]2)[CH2:4][CH2:5][CH2:6][CH2:7][CH2:8]1. Starting materials: C(C=C)NC1=C(C=C(C=C1)S(=O)(=O)C)I (allyl-(2-iodo-4-methanesulfonyl-phenyl)-amine), Cl (HCl). Reagents/catalysts: [N+](CCCC)(CCCC)(CCCC)CCCC.[Cl-] (n-Bu4NCl), CC(=O)[O-].CC(=O)[O-].[Pd+2] (Pd(OAc)2). Solvent: CN(C)C=O (DMF). Run at temperature 100 celsius, time 1 hour. Yields the product CS(=O)(=O)C=1C=C2C(=CNC2=CC1)C (5-methanesulfonyl-3-methyl-1H-indole). The yield is 43.1%. RXN SMILES: [CH2:1]([NH:4][C:5]1[CH:10]=[CH:9][C:8]([S:11]([CH3:14])(=[O:13])=[O:12])=[CH:7][C:6]=1I)[CH:2]=[CH2:3].Cl>CN(C=O)C.[N+](CCCC)(CCCC)(CCCC)CCCC.[Cl-].CC([O-])=O.CC([O-])=O.[Pd+2]>[CH3:14][S:11]([C:8]1[CH:7]=[C:6]2[C:5](=[CH:10][CH:9]=1)[NH:4][CH:1]=[C:2]2[CH3:3])(=[O:13])=[O:12] |f:3.4,5.6.7|. Reported procedure: A solution of allyl-(2-iodo-4-methanesulfonyl-phenyl)-amine (1.43 g, 4.1 mmol) in DMF (20 mL) is treated with n-Bu4NCl (1.47 g, 5.32 mmol), Pd(OAc)2 (56.6 mg, 0.2 mmol), and stirred at 100° C. for 1 h. HCl (5.3 mL, 3 M) is added, and the mixture is cooled to rt, filtered through a pad of Celite, and extracted with EtOAc (3×50 mL). The combined organic layer is dried (Na2SO4), filtered and concentrated in vacuo. The residue is purified by silica gel chromatography eluting with 60% EtOAc in heptan... Reactants: C([O-])([O-])=O.[K+].[K+] (potassium carbonate), C(C)(C)(C)OC(CCCBr)=O (4-bromobutyric acid tert.-butyl ester), NC[C@H](C)O ((2S)-1-aminopropan-2-ol). Reagents/catalysts: [I-].C(CCC)[N+](CCCC)(CCCC)CCCC (tetra-n-butylammonium iodide). The solvent is C1CCOC1 (THF). Conditions: time 48 hour. The product is C(C)(C)(C)OC(CCCNC[C@H](C)O)=O (4-{[(2S)-2-Hydroxypropyl]amino}butyric acid tert.-butyl ester). Reaction SMILES: C(=O)([O-])[O-].[K+].[K+].[C:7]([O:11][C:12](=[O:17])[CH2:13][CH2:14][CH2:15]Br)([CH3:10])([CH3:9])[CH3:8].[NH2:18][CH2:19][C@@H:20]([OH:22])[CH3:21]>[I-].C([N+](CCCC)(CCCC)CCCC)CCC.C1COCC1>[C:7]([O:11][C:12](=[O:17])[CH2:13][CH2:14][CH2:15][NH:18][CH2:19][C@@H:20]([OH:22])[CH3:21])([CH3:10])([CH3:9])[CH3:8] |f:0.1.2,5.6|. Reported procedure: Add 2583 mg (18.69 mmol) potassium carbonate, 2780 mg (12.46 mmol) 4-bromobutyric acid tert.-butyl ester and 184 mg (0.50 mmol) tetra-n-butylammonium iodide to a solution of 936 mg (12.46 mmol) (2S)-1-aminopropan-2-ol in 10 ml THF. Stir the reaction mixture for 48 h at room temperature. After filtering-off the inorganic salts, concentrate the filtrate by vacuum evaporation. Take up the residue in dichloromethane and chromatograph on silica gel (solvent: dichloromethane/methanol/35% aqueous ammon...